From a dataset of the Open Reaction Database (ORD), a public repository of structured organic reaction records. describe an organic reaction: reactants, conditions, products, and yield Starting materials: N=1SC=C2C1C=CC=C2C(=O)OC (methyl 2,1-benzisothiazole-4-carboxylate), [H-].C(C(C)C)[Al+]CC(C)C (diisobutylaluminum hydride), O (water). Run in O1CCCC1 (tetrahydrofuran). Reaction conditions: time 3 hour. The product is N=1SC=C2C1C=CC=C2CO (2,1-benzisothiazol-4-ylmethanol). Yield: 98.2%. Reaction SMILES: [N:1]1[S:2][CH:3]=[C:4]2[C:9]([C:10](OC)=[O:11])=[CH:8][CH:7]=[CH:6][C:5]=12.[H-].C([Al+]CC(C)C)C(C)C.O>O1CCCC1>[N:1]1[S:2][CH:3]=[C:4]2[C:9]([CH2:10][OH:11])=[CH:8][CH:7]=[CH:6][C:5]=12 |f:1.2|. Procedure: To a solution of methyl 2,1-benzisothiazole-4-carboxylate (5.00 g, 25.9 mmol) in tetrahydrofuran (129 mL) was added diisobutylaluminum hydride (1 M hexane solution, 78.0 mL, 78.0 mmol) at −78° C., and the mixture was stirred at room temperature for 3 hr. The reaction solution was cooled to 0° C., and water was added. The mixture was extracted with ethyl acetate, washed with saturated brine, and dried over anhydrous sodium sulfate, and the solvent was evaporated under reduced pressure. The residu... The reactants are CCc1ccc(NC(=O)OCc2ccccc2)nc1, CCO, [H][H]. Product: CCc1ccc(N)nc1. As a reaction SMILES: [CH2:1]([CH3:2])[c:3]1[cH:4][cH:5][c:6]([NH:9][C:10](=[O:11])[O:12][CH2:13][c:14]2[cH:15][cH:16][cH:17][cH:18][cH:19]2)[n:7][cH:8]1.[CH3:22][CH2:23][OH:24].[H:20][H:21]>>[CH2:1]([CH3:2])[c:3]1[cH:4][cH:5][c:6]([NH2:9])[n:7][cH:8]1. The reactants are CCCCOCCOc1ccc(-c2ccc3c(c2)C=C(C(=O)Nc2ccc(SCc4nncn4CCCC)cc2)CCN3CCC)cc1, ClCCl, [Na+], [Na+], O=C(OO)c1cccc(Cl)c1, O=S([O-])([O-])=S. Product: CCCCOCCOc1ccc(-c2ccc3c(c2)C=C(C(=O)Nc2ccc(S(=O)Cc4nncn4CCCC)cc2)CCN3CCC)cc1. As a reaction SMILES: [CH2:1]([CH2:2][CH2:3][CH3:4])[O:5][CH2:6][CH2:7][O:8][c:9]1[cH:10][cH:11][c:12](-[c:15]2[cH:16][cH:17][c:18]3[c:19]([cH:48]2)[CH:20]=[C:21]([C:28](=[O:29])[NH:30][c:31]2[cH:32][cH:33][c:34]([S:37][CH2:38][c:39]4[n:40][n:41][cH:42][n:43]4[CH2:44][CH2:45][CH2:46][CH3:47])[cH:35][cH:36]2)[CH2:22][CH2:23][N:24]3[CH2:25][CH2:26][CH3:27])[cH:13][cH:14]1.[Cl:67][CH2:68][Cl:69].[Na+:65].[Na+:66].[OH:49][O:50][C:51]([c:52]1[cH:53][c:54]([Cl:55])[cH:56][cH:57][cH:58]1)=[O:59].[S:60]([O-:61])([O-:62])(=[O:63])=[S:64]>>[CH2:1]([CH2:2][CH2:3][CH3:4])[O:5][CH2:6][CH2:7][O:8][c:9]1[cH:10][cH:11][c:12](-[c:15]2[cH:16][cH:17][c:18]3[c:19]([cH:48]2)[CH:20]=[C:21]([C:28](=[O:29])[NH:30][c:31]2[cH:32][cH:33][c:34]([S:37]([CH2:38][c:39]4[n:40][n:41][cH:42][n:43]4[CH2:44][CH2:45][CH2:46][CH3:47])=[O:49])[cH:35][cH:36]2)[CH2:22][CH2:23][N:24]3[CH2:25][CH2:26][CH3:27])[cH:13][cH:14]1. Reactants: Cc1ccc(N2CCN(C(=O)c3cc(F)c(Br)cc3Cl)CC2)c(C)c1, O=C1NCCO1. Product: Cc1ccc(N2CCN(C(=O)c3cc(F)c(N4CCOC4=O)cc3Cl)CC2)c(C)c1. Reaction SMILES: [Br:1][c:2]1[cH:3][c:4]([Cl:25])[c:5]([C:9](=[O:10])[N:11]2[CH2:12][CH2:13][N:14]([c:17]3[c:18]([CH3:24])[cH:19][c:20]([CH3:23])[cH:21][cH:22]3)[CH2:15][CH2:16]2)[cH:6][c:7]1[F:8].[O:26]1[C:27](=[O:31])[NH:28][CH2:29][CH2:30]1>>[c:2]1([N:28]2[C:27](=[O:31])[O:26][CH2:30][CH2:29]2)[cH:3][c:4]([Cl:25])[c:5]([C:9](=[O:10])[N:11]2[CH2:12][CH2:13][N:14]([c:17]3[c:18]([CH3:24])[cH:19][c:20]([CH3:23])[cH:21][cH:22]3)[CH2:15][CH2:16]2)[cH:6][c:7]1[F:8]. Starting materials: C1(CCCO1)=O (γ-butyrolactone), C(CCCCCCCCCCC)N (n-dodecylamine). Product: C(CCCCCCCCCCC)N1C(CCC1)=O (1-n-Dodecylazacyclopentan-2-one). Isolated yield 80.5%. RXN SMILES: [C:1]1(=[O:6])O[CH2:4][CH2:3][CH2:2]1.[CH2:7]([NH2:19])[CH2:8][CH2:9][CH2:10][CH2:11][CH2:12][CH2:13][CH2:14][CH2:15][CH2:16][CH2:17][CH3:18]>>[CH2:7]([N:19]1[CH2:4][CH2:3][CH2:2][C:1]1=[O:6])[CH2:8][CH2:9][CH2:10][CH2:11][CH2:12][CH2:13][CH2:14][CH2:15][CH2:16][CH2:17][CH3:18]. Reported procedure: Following example 5, 18.8 g (0.22 M) of γ-butyrolactone and 37 g (0.2 M) of n-dodecylamine was heated for 24 hours. Distillation of the residue gave 40.7 g (80.3%) of 1-n-Dodecylazacyclopentan-2-one; b.p. 165°-170°/0.5 mm. Starting materials: C(O)(O)=O.C1(=CC=CC=C1)NC(=N)N (Phenylguanidine carbonate), β-keto esters, C1(=CC=CC=C1)C (toluene). The solvent is O (water). Product: C(CCC)C=1C(=NC(=NC1C)NC1=CC=CC=C1)O (5-butyl-6-methyl-2-(phenylamino)pyrimidin-4-ol). The yield is 71.2%. Reaction SMILES: [C:1](=[O:4])(O)O.[C:5]1([NH:11][C:12]([NH2:14])=[NH:13])[CH:10]=[CH:9][CH:8]=[CH:7][CH:6]=1.[C:15]1([CH3:21])[CH:20]=[CH:19][CH:18]=[CH:17][CH:16]=1>O>[CH2:17]([C:16]1[C:1]([OH:4])=[N:13][C:12]([NH:11][C:5]2[CH:10]=[CH:9][CH:8]=[CH:7][CH:6]=2)=[N:14][C:15]=1[CH3:21])[CH2:18][CH2:19][CH3:20] |f:0.1|. Reported procedure: Phenylguanidine carbonate (13.5 g, 100 mmol), β-keto esters (22.3 g, 120 mmol) and 120 mL of toluene were added to 250 mL of flask in sequence, the mixture was heated to reflux with a Dean Stark trap until all the water was removed, and continue refluxing for half an hour. After most of solvent was removed, the reaction solution was cooled to room temperature, the solid was filtered, washed with 20% ethanol aqueous solution and dried to obtain 18.3 g of white solid (II-1) with yield of 71.2%. Starting materials: COC(=O)c1cccc(OCc2ncc3ccccc3n2)c1, Cl, [Na+], C1CCOC1, [OH-], O. Product: O=C(O)c1cccc(OCc2ncc3ccccc3n2)c1. RXN SMILES: [CH3:1][O:2][C:3]([c:4]1[cH:5][c:6]([O:10][CH2:11][c:12]2[n:13][c:14]3[cH:15][cH:16][cH:17][cH:18][c:19]3[cH:20][n:21]2)[cH:7][cH:8][cH:9]1)=[O:22].[ClH:30].[Na+:24].[O:25]1[CH2:26][CH2:27][CH2:28][CH2:29]1.[OH-:23].[OH2:31]>>[O:2]=[C:3]([c:4]1[cH:5][c:6]([O:10][CH2:11][c:12]2[n:13][c:14]3[cH:15][cH:16][cH:17][cH:18][c:19]3[cH:20][n:21]2)[cH:7][cH:8][cH:9]1)[OH:22]. Reactants: ClCC(CC(=O)OCC)=O (ethyl 4-chloroacetoacetate), CC1(OC(C(O1)CO)CO)C (2,2-dimethyl-[1,3]dioxolane-4,5-dimethanol), [H-].[Na+] (sodium hydride). The reagents and catalysts are S(=O)(=O)(O)[O-].C(CCC)[N+](CCCC)(CCCC)CCCC (tetrabutylammonium hydrogen sulfate). Solvent: O1CCCC1 (tetrahydrofuran), O1CCCC1 (tetrahydrofuran), O1CCCC1 (tetrahydrofuran). The product is C(C)OC(CC(COCC1OC(OC1COCC(CC(=O)OCC)=O)(C)C)=O)=O (4-[5-(3-Ethoxycarbonyl-2-oxo-propoxymethyl)-2,2-dimethyl-[1,3]dioxolan-4-ylmethoxy]-3-oxo-butyric acid ethyl ester). Yield: 43.7%. RXN SMILES: [H-].[Na+].[CH3:3][C:4]1([CH3:13])[O:8][CH:7]([CH2:9][OH:10])[CH:6]([CH2:11][OH:12])[O:5]1.Cl[CH2:15][C:16](=[O:23])[CH2:17][C:18]([O:20][CH2:21][CH3:22])=[O:19]>O1CCCC1.S([O-])(O)(=O)=O.C([N+](CCCC)(CCCC)CCCC)CCC>[CH2:21]([O:20][C:18](=[O:19])[CH2:17][C:16](=[O:23])[CH2:15][O:10][CH2:9][CH:7]1[CH:6]([CH2:11][O:12][CH2:15][C:16](=[O:23])[CH2:17][C:18]([O:20][CH2:21][CH3:22])=[O:19])[O:5][C:4]([CH3:13])([CH3:3])[O:8]1)[CH3:22] |f:0.1,5.6|. Reported procedure: To a suspension of sodium hydride (4.0 g, 60% dispersion in oil) in tetrahydrofuran (150 mL) under a nitrogen atmosphere was added a solution of 2,2-dimethyl-[1,3]dioxolane-4,5-dimethanol (VII, 4.05 g) in tetrahydrofuran (25 mL) over 2 min at room temperature, followed by solid tetrabutylammonium hydrogen sulfate (0.4 g). The resulting mixture was cooled in an ice bath and a solution of ethyl 4-chloroacetoacetate (VIII, 8.1 g) in tetrahydrofuran (25 mL) was added dropwise over a period of 15 min... Reported procedure: 4×0.1 cm3 of trifluoroacetic acid (containing 10% of anisole) are added to a mixture of 127 mg of 1,1-dimethylethyl (6-{[6-(4-fluorophenyl)-[1,2,4]triazolo[4,3-b]pyridazin-3-yl]sulphanyl}-1,3-benzothiazol-2-yl)carbamate in 5 cm3 of dichloromethane stirred at 20° C., this addition taking place over 7 h, until the starting product has disappeared. The reaction mixture is then concentrated under reduced pressure, so as to recover 186.5 mg of yellow powder which is purified by chromatography on Biot... Run at temperature 20 celsius. As a reaction SMILES: FC(F)(F)C(O)=O.[F:8][C:9]1[CH:14]=[CH:13][C:12]([C:15]2[CH:16]=[CH:17][C:18]3[N:19]([C:21]([S:24][C:25]4[CH:41]=[CH:40][C:28]5[N:29]=[C:30]([NH:32]C(=O)OC(C)(C)C)[S:31][C:27]=5[CH:26]=4)=[N:22][N:23]=3)[N:20]=2)=[CH:11][CH:10]=1>ClCCl>[F:8][C:9]1[CH:14]=[CH:13][C:12]([C:15]2[CH:16]=[CH:17][C:18]3[N:19]([C:21]([S:24][C:25]4[CH:41]=[CH:40][C:28]5[N:29]=[C:30]([NH2:32])[S:31][C:27]=5[CH:26]=4)=[N:22][N:23]=3)[N:20]=2)=[CH:11][CH:10]=1. Isolated yield 36.1%. Run in ClCCl (dichloromethane). The product is FC1=CC=C(C=C1)C=1C=CC=2N(N1)C(=NN2)SC2=CC1=C(N=C(S1)N)C=C2 (6-{[6-(4-fluorophenyl)[1,2,4]triazolo[4,3-b]pyridazin-3-yl]sulphanyl}-1,3-benzothiazol-2-amine). Reactants: FC(C(=O)O)(F)F (trifluoroacetic acid), FC1=CC=C(C=C1)C=1C=CC=2N(N1)C(=NN2)SC2=CC1=C(N=C(S1)NC(OC(C)(C)C)=O)C=C2 (1,1-dimethylethyl (6-{[6-(4-fluorophenyl)-[1,2,4]triazolo[4,3-b]pyridazin-3-yl]sulphanyl}-1,3-benzothiazol-2-yl)carbamate).